This data is from the Open Reaction Database (ORD), a public repository of structured organic reaction records. The task is: describe an organic reaction: reactants, conditions, products, and yield Reactants: C#CC(C)(C)O, CN(C)C=O, CC(C)NC(C)C, N#Cc1ccc(Cl)cc1, I[Cu]I, [Pd], CC(=C(c1ccccc1)c1ccccc1)P(C1CCCCC1)C1CCCCC1. Yields the product CC(C)(O)C#Cc1ccc(C#N)cc1. Reaction SMILES: [CH3:10][C:11]([CH3:12])([C:13]#[CH:14])[OH:15].[CH3:55][N:56]([CH3:57])[CH:58]=[O:59].[CH:44]([NH:45][CH:46]([CH3:47])[CH3:48])([CH3:49])[CH3:50].[Cl:1][c:2]1[cH:3][cH:4][c:5]([C:6]#[N:7])[cH:8][cH:9]1.[Cu:52]([I:53])[I:54].[Pd:51].[c:16]1([C:17]([c:18]2[cH:19][cH:20][cH:21][cH:22][cH:23]2)=[C:24]([P:25]([CH:26]2[CH2:27][CH2:28][CH2:29][CH2:30][CH2:31]2)[CH:32]2[CH2:33][CH2:34][CH2:35][CH2:36][CH2:37]2)[CH3:38])[cH:39][cH:40][cH:41][cH:42][cH:43]1>>[c:2]1([C:14]#[C:13][C:11]([CH3:10])([CH3:12])[OH:15])[cH:3][cH:4][c:5]([C:6]#[N:7])[cH:8][cH:9]1. Reactants: C(#N)C=1SC2=C(N1)C=CC(=C2)NC(OCC2=CC=C(C=C2)B2OC(C(O2)(C)C)(C)C)=O (4-(4,4,5,5-Tetramethyl-1,3,2-dioxaborolan-2-yl)benzyl 2-cyanobenzo[d]thiazol-6-ylcarbamate). Solvent: N#N (N2). Reaction conditions: time 1 hour. The product is C(#N)C=1SC2=C(N1)C=CC(=C2)NC(=O)OCC2=CC=C(C=C2)B(O)O (4-((2-cyanobenzo[d]thiazol-6-ylcarbamoyloxy)methyl)phenylboronic acid). Isolated yield 99.1%. RXN SMILES: [C:1]([C:3]1[S:4][C:5]2[CH:11]=[C:10]([NH:12][C:13](=[O:31])[O:14][CH2:15][C:16]3[CH:21]=[CH:20][C:19]([B:22]4[O:26]C(C)(C)C(C)(C)[O:23]4)=[CH:18][CH:17]=3)[CH:9]=[CH:8][C:6]=2[N:7]=1)#[N:2]>N#N>[C:1]([C:3]1[S:4][C:5]2[CH:11]=[C:10]([NH:12][C:13]([O:14][CH2:15][C:16]3[CH:21]=[CH:20][C:19]([B:22]([OH:23])[OH:26])=[CH:18][CH:17]=3)=[O:31])[CH:9]=[CH:8][C:6]=2[N:7]=1)#[N:2]. Procedure: Compound 9 (61 mg, 0.14 mmol, 1 equiv.) was dissolved in N2-sparged tetrahydrofuran (THF, 10 mL) prior to addition of concentrated HCl (0.8 mL) and N2-sparged deionized water (8 mL). The reaction mixture was stirred for one hour prior to the addition of an additional 8 mL DI H2O. After 15 min, the THF was removed under vacuum, and the precipitate that formed was collected via filtration and rinsed with DI H2O. To remove residual starting material, the crude product was precipitated from diethyl ...